Dataset: the Open Reaction Database (ORD), a public repository of structured organic reaction records. Task: describe an organic reaction: reactants, conditions, products, and yield The reactants are CCN=C=NCCCN(C)C.Cl (EDC HCl), C1(CC1)N(C=1C2=C(N=C(N1)CC(=O)O)SC1=C2CCCC1)C (2-(4-(cyclopropyl(methyl)amino)-5,6,7,8-tetrahydrobenzo[4,5]thieno[2,3-d]pyrimidin-2-yl)acetic acid), C=1C=CC2=C(C1)N=NN2O (HOBt). Run in O (water), C1CCOC1 (THF), C1CCOC1 (THF). Conditions: temperature 0 celsius, time 16 hour. Product: C1(CC1)N(C=1C2=C(N=C(N1)CC(=O)N(C)C)SC1=C2CCCC1)C (2-(4-(cyclopropyl(methyl)amino)-5,6,7,8-tetrahydrobenzo[4,5]thieno[2,3-d]pyrimidin-2-yl)-N,N-dimethylacetamide). RXN SMILES: [CH:1]1([N:4]([CH3:22])[C:5]2[C:6]3[C:17]4[CH2:18][CH2:19][CH2:20][CH2:21][C:16]=4[S:15][C:7]=3[N:8]=[C:9]([CH2:11][C:12](O)=[O:13])[N:10]=2)[CH2:3][CH2:2]1.C1C=CC2N(O)N=NC=2C=1.C[CH2:34][N:35]=[C:36]=NCCCN(C)C.Cl>C1COCC1.O>[CH:1]1([N:4]([CH3:22])[C:5]2[C:6]3[C:17]4[CH2:18][CH2:19][CH2:20][CH2:21][C:16]=4[S:15][C:7]=3[N:8]=[C:9]([CH2:11][C:12]([N:35]([CH3:36])[CH3:34])=[O:13])[N:10]=2)[CH2:2][CH2:3]1 |f:2.3|. Procedure details: To 2-(4-(cyclopropyl(methyl)amino)-5,6,7,8-tetrahydrobenzo[4,5]thieno[2,3-d]pyrimidin-2-yl)acetic acid (100 mg, 0.000315 mol) in anhydrous THF (10 ml) 2M dimethyl amine in THF (0.017 g, 0.000378 mol) and HOBt (0.051 g, 0.000378 mol) were added. This mixture was cooled to 0° C. and then treated with EDC HCl (0.120 g, 0.00063 mol). The reaction mixture was allowed to warm to room temperature and kept stirred for 16 h. After completion, the reaction was diluted with water (50 ml) and extracted with... Reactants: C(C)(=O)C=1C=NC(=NC1)OCCOC1=C(C(=NC=N1)NS(=O)(=O)C1=CC=C(C=C1)C(C)(C)C)OC1=CC(=CC=C1)OC (N-[6-{2-(5-acetylpyrimidin-2-yloxy)ethoxy}-5-(3-methoxyphenoxy)pyrimidin-4-yl]-4-tert-butylbenzenesulfonamide), O1CCCC1 (tetrahydrofuran), C(C)(C)O (isopropyl alcohol), [BH4-].[Na+] (sodium borohydride), [BH4-].[Na+] (sodium borohydride). Solvent: O (water). Run at time 40 minute. The product is C(C)(C)(C)C1=CC=C(C=C1)S(=O)(=O)NC1=NC=NC(=C1OC1=CC(=CC=C1)OC)OCCOC1=NC=C(C=N1)C(C)O (4-tert-butyl-N-[6-{2-(5-(1-hydroxyethyl)pyrimidin-2-yloxy)ethoxy}-5-(3-methoxyphenoxy)pyrimidin-4-yl]benzenesulfonamide). Isolated yield 75.3%. Reaction SMILES: [C:1]([C:4]1[CH:5]=[N:6][C:7]([O:10][CH2:11][CH2:12][O:13][C:14]2[N:19]=[CH:18][N:17]=[C:16]([NH:20][S:21]([C:24]3[CH:29]=[CH:28][C:27]([C:30]([CH3:33])([CH3:32])[CH3:31])=[CH:26][CH:25]=3)(=[O:23])=[O:22])[C:15]=2[O:34][C:35]2[CH:40]=[CH:39][CH:38]=[C:37]([O:41][CH3:42])[CH:36]=2)=[N:8][CH:9]=1)(=[O:3])[CH3:2].O1CCCC1.C(O)(C)C.[BH4-].[Na+]>O>[C:30]([C:27]1[CH:26]=[CH:25][C:24]([S:21]([NH:20][C:16]2[C:15]([O:34][C:35]3[CH:40]=[CH:39][CH:38]=[C:37]([O:41][CH3:42])[CH:36]=3)=[C:14]([O:13][CH2:12][CH2:11][O:10][C:7]3[N:8]=[CH:9][C:4]([CH:1]([OH:3])[CH3:2])=[CH:5][N:6]=3)[N:19]=[CH:18][N:17]=2)(=[O:23])=[O:22])=[CH:29][CH:28]=1)([CH3:33])([CH3:31])[CH3:32] |f:3.4|. Procedure: To a mixture of N-[6-{2-(5-acetylpyrimidin-2-yloxy)ethoxy}-5-(3-methoxyphenoxy)pyrimidin-4-yl]-4-tert-butylbenzenesulfonamide (756 mg), tetrahydrofuran (10 ml) and isopropyl alcohol (10 ml) is added with stirring sodium borohydride (48 mg) under ice-cooling, and the mixture is stirred for 40 minutes under ice-cooling. To the reaction solution is further added sodium borohydride (14 mg), and the mixture is stirred for 30 minutes. The mixture is diluted with water, and extracted with ethyl acetate... The reactants are CC#CC(CC(=O)OC)c1ccc(OCc2sc(-c3ccc(C)cc3)nc2C)cc1, Cl, [Na+], [OH-]. Product: CC#CC(CC(=O)O)c1ccc(OCc2sc(-c3ccc(C)cc3)nc2C)cc1. As a reaction SMILES: [CH3:1][O:2][C:3]([CH2:4][CH:5]([C:6]#[C:7][CH3:8])[c:9]1[cH:10][cH:11][c:12]([O:15][CH2:16][c:17]2[c:18]([CH3:29])[n:19][c:20](-[c:22]3[cH:23][cH:24][c:25]([CH3:28])[cH:26][cH:27]3)[s:21]2)[cH:13][cH:14]1)=[O:30].[ClH:31].[Na+:33].[OH-:32]>>[O:2]=[C:3]([CH2:4][CH:5]([C:6]#[C:7][CH3:8])[c:9]1[cH:10][cH:11][c:12]([O:15][CH2:16][c:17]2[c:18]([CH3:29])[n:19][c:20](-[c:22]3[cH:23][cH:24][c:25]([CH3:28])[cH:26][cH:27]3)[s:21]2)[cH:13][cH:14]1)[OH:30].